From a dataset of the Open Reaction Database (ORD), a public repository of structured organic reaction records. describe an organic reaction: reactants, conditions, products, and yield Reactants: ferric chloride hexahydrate, S(=O)([O-])[O-].[Na+].[Na+] (sodium sulfite), peroxide, peroxide, peroxide, peroxide, ferric chloride hexahydrate, OO (hydrogen peroxide), C(CCCCCCCCCCCCCCCCC)(=O)OC1CC(NC(C1)(C)C)(C)C (4-octadecanoyloxy-2,2,6,6-tetramethylpiperidine), C([O-])(O)=O.[Na+] (sodium bicarbonate), peroxide, ferric chloride hexahydrate, ferric chloride hexahydrate, OO (hydrogen peroxide), peroxide. The solvent is C1CCCCC1 (cyclohexane), C(C)#N (acetonitrile), C(C)#N (acetonitrile), C1CCCCC1 (cyclohexane), O (water), C(C)(=O)O (acetic acid), O (water), C(C)(=O)O (acetic acid), C(C)(=O)OCC (Ethyl acetate), O (water), C(C)(=O)O (acetic acid), O (water), C(C)(=O)O (acetic acid), O (water). Conditions: temperature 65 celsius, time 4.5 hour. The product is C1(CCCCC1)ON1C(CC(CC1(C)C)OC(CCCCCCCCCCCCCCCCC)=O)(C)C (1-Cyclohexyloxy-4-octadecanoyloxy-2,2,6,6-tetramethylpiperidine). The yield is 846.8%. As a reaction SMILES: OO.[C:3]([O:22][CH:23]1[CH2:28][C:27]([CH3:30])([CH3:29])[NH:26][C:25]([CH3:32])([CH3:31])[CH2:24]1)(=[O:21])[CH2:4][CH2:5][CH2:6][CH2:7][CH2:8][CH2:9][CH2:10][CH2:11][CH2:12][CH2:13][CH2:14][CH2:15][CH2:16][CH2:17][CH2:18][CH2:19][CH3:20].[C:33](=[O:36])(O)[O-].[Na+].S([O-])([O-])=O.[Na+].[Na+]>O.C1CCCCC1.C(#N)C.C(OCC)(=O)C.C(O)(=O)C>[CH:33]1([O:36][N:26]2[C:27]([CH3:30])([CH3:29])[CH2:28][CH:23]([O:22][C:3](=[O:21])[CH2:4][CH2:5][CH2:6][CH2:7][CH2:8][CH2:9][CH2:10][CH2:11][CH2:12][CH2:13][CH2:14][CH2:15][CH2:16][CH2:17][CH2:18][CH2:19][CH3:20])[CH2:24][C:25]2([CH3:31])[CH3:32])[CH2:7][CH2:6][CH2:5][CH2:4][CH2:3]1 |f:2.3,4.5.6|. Reported procedure: A solution of 2.84 g (41.7 mmol) of 50% aqueous hydrogen peroxide is added dropwise over 3 hours to a mixture of 5.98 g (14.1 mmol) of 4-octadecanoyloxy-2,2,6,6-tetramethylpiperidine, 0.026 g (0.31 mmol, 2.2 mole percent) of sodium bicarbonate dissolved in 0.6 g of water, 4 ml of cyclohexane, and 4 ml of acetonitrile while the reaction temperature is maintained at 65-68° C. After the peroxide is added, the reaction mixture is stirred at 65° C. for 4.5 hours. The red mixture is cooled, and then d... Starting materials: C(C)(=O)OCCN1C=C(C(C2=CC(=CC=C12)CC1=C(C(=CC=C1)Cl)Cl)=O)C(=O)OCC (ethyl 1-(2-acetoxyethyl)-6-(2,3-dichlorobenzyl)-1,4-dihydro-4-oxo-3-quinolinecarboxylate), [OH-].[Na+] (sodium hydroxide). Solvent: C(C)O (ethanol). Yields the product ClC1=C(CC=2C=C3C(C(=CN(C3=CC2)CCO)C(=O)O)=O)C=CC=C1Cl (6-(2,3-dichlorobenzyl)-1,4-dihydro-1-(2-hydroxyethyl)-4-oxo-3-quinolinecarboxylic acid). Yield: 88.3%. RXN SMILES: C([O:4][CH2:5][CH2:6][N:7]1[C:16]2[C:11](=[CH:12][C:13]([CH2:17][C:18]3[CH:23]=[CH:22][CH:21]=[C:20]([Cl:24])[C:19]=3[Cl:25])=[CH:14][CH:15]=2)[C:10](=[O:26])[C:9]([C:27]([O:29]CC)=[O:28])=[CH:8]1)(=O)C.[OH-].[Na+]>C(O)C>[Cl:25][C:19]1[C:20]([Cl:24])=[CH:21][CH:22]=[CH:23][C:18]=1[CH2:17][C:13]1[CH:12]=[C:11]2[C:16](=[CH:15][CH:14]=1)[N:7]([CH2:6][CH2:5][OH:4])[CH:8]=[C:9]([C:27]([OH:29])=[O:28])[C:10]2=[O:26] |f:1.2|. Procedure details: Ethyl 1-(2-acetoxyethyl)-6-(2,3-dichlorobenzyl)-1,4-dihydro-4-oxo-3-quinolinecarboxylate obtained in Step 4 (6.0 g, 13.0 mmol) was suspended in ethanol (480 ml) and 4N aqueous sodium hydroxide solution (84 ml, 21 mmol) was added. The mixture was heated under reflux for 30 min. After allowing the mixture to cool, the reaction solution was partly concentrated under reduced pressure. Hydrochloric acid was added and the precipitate was collected by filtration, washed with water and ethanol and vacuu... Starting materials: BrC=1C=CC2=C(NC=N2)C1OC (6-bromo-7-methoxy-1H-benzoimidazole), O1CCCC=C1 (dihydropyran), C1(=CC=C(C=C1)S(=O)(=O)[O-])C.[NH+]1=CC=CC=C1 (pyridinium-p-toluenesulfonate). Solvent: CCOC(=O)C (EtOAc). Reaction conditions: temperature 90 celsius. The product is BrC1=C(C2=C(N(C=N2)C2OCCCC2)C=C1)OC (5-bromo-4-methoxy-1-(tetrahydro-pyran-2-yl)-1H-benzoimidazole). Isolated yield 60.3%. RXN SMILES: [Br:1][C:2]1[CH:3]=[CH:4][C:5]2[N:9]=[CH:8][NH:7][C:6]=2[C:10]=1[O:11][CH3:12].[O:13]1[CH:18]=[CH:17][CH2:16][CH2:15][CH2:14]1.C1(C)C=CC(S([O-])(=O)=O)=CC=1.[NH+]1C=CC=CC=1>CCOC(C)=O>[Br:1][C:2]1[CH:3]=[CH:4][C:5]2[N:9]([CH:14]3[CH2:15][CH2:16][CH2:17][CH2:18][O:13]3)[CH:8]=[N:7][C:6]=2[C:10]=1[O:11][CH3:12] |f:2.3|. Reported procedure: A 500 ml tube was charged with 6-bromo-7-methoxy-1H-benzoimidazole (36 g, 0.16 mol, 1.0 equiv.), dihydropyran (40.01 g, 0.48 mol, 3.0 equiv.) and pyridinium-p-toluenesulfonate (7.96 g, 0.032 mol, 0.2 equiv.) in EtOAc (400 mL), sealed and the reaction mixture was heated at 90° C. overnight. The reaction mixture was concentrated in vacuo and the crude product was purified by SiO2 chromatography eluting with an EtOAc/hexane gradient (30-40% EtOAc) to afford 5-bromo-4-methoxy-1-(tetrahydro-pyran-2-y... The reactants are C1(=CC=CC=C1)CN1CCC(CC1)=C(C(=O)OCC)C (2-[1-(phenylmethyl)-4-piperidinylidene]propanoic acid, ethyl ester), palladium(C). The solvent is C(C)(=O)O (acetic acid). Reaction conditions: time 18 hour. Product: N1CCC(CC1)C(C(=O)OCC)C (2-(4-piperidyl)propanoic acid, ethyl ester). RXN SMILES: C1(C[N:8]2[CH2:13][CH2:12][C:11](=[C:14]([CH3:20])[C:15]([O:17][CH2:18][CH3:19])=[O:16])[CH2:10][CH2:9]2)C=CC=CC=1>C(O)(=O)C>[NH:8]1[CH2:13][CH2:12][CH:11]([CH:14]([CH3:20])[C:15]([O:17][CH2:18][CH3:19])=[O:16])[CH2:10][CH2:9]1. Procedure details: Dissolve 2-[1-(phenylmethyl)-4-piperidinylidene]propanoic acid, ethyl ester (1.5 g, 5.5 mmol) in acetic acid (50 mL).and place in a Paar hydrogenation flask. Add 10% palladium(C) (500 mg). Charge the vessel to 50 psi and shake for 18 hours. Filter the solution through Celite and remove the solvent in vacuo to give 2-(4-piperidyl)propanoic acid, ethyl ester.